This data is from the Open Reaction Database (ORD), a public repository of structured organic reaction records. The task is: describe an organic reaction: reactants, conditions, products, and yield Reactants: BrN1C(CCC1=O)=O (N-bromosuccinimide), C(C1=CC=CC=C1)[C@H]1N(C(OC1)=O)C(CCCCC1=CC=C(C=C1)OC)=O ((4R)-4-benzyl-3-[5-(4-methoxy-phenyl)pentanoyl]-1,3-oxazolidin-2-one), OS(=O)(=O)C(F)(F)F.C(CCC)BCCCC (dibutylborane triflate), C(C)(C)N(CC)C(C)C (diisopropylethylamine), S(=O)([O-])[O-].[Na+].[Na+] (sodium sulfite). Solvent: C(Cl)(Cl)Cl (Chloroform), ClCCl (dichloromethane), ClCCl (dichloromethane). Conditions: temperature -78 celsius, time 30 minute. Product: C(C1=CC=CC=C1)[C@H]1N(C(OC1)=O)C([C@@H](CCCC1=CC=C(C=C1)OC)Br)=O ((4R)-4-benzyl-3-[(2R)-2-bromo-5-(4-methoxyphenyl)pentanoyl]-1,3-oxazolidin-2-one). The yield is 52.9%. As a reaction SMILES: [CH2:1]([C@@H:8]1[CH2:12][O:11][C:10](=[O:13])[N:9]1[C:14](=[O:27])[CH2:15][CH2:16][CH2:17][CH2:18][C:19]1[CH:24]=[CH:23][C:22]([O:25][CH3:26])=[CH:21][CH:20]=1)[C:2]1[CH:7]=[CH:6][CH:5]=[CH:4][CH:3]=1.OS(C(F)(F)F)(=O)=O.C(BCCCC)CCC.C(N(C(C)C)CC)(C)C.[Br:54]N1C(=O)CCC1=O.S([O-])([O-])=O.[Na+].[Na+]>ClCCl.C(Cl)(Cl)Cl>[CH2:1]([C@@H:8]1[CH2:12][O:11][C:10](=[O:13])[N:9]1[C:14](=[O:27])[C@H:15]([Br:54])[CH2:16][CH2:17][CH2:18][C:19]1[CH:24]=[CH:23][C:22]([O:25][CH3:26])=[CH:21][CH:20]=1)[C:2]1[CH:7]=[CH:6][CH:5]=[CH:4][CH:3]=1 |f:1.2,5.6.7|. Reported procedure: (4R)-4-Benzyl-3-[5-(4-methoxyphenyl)pentanoyl]-1,3-oxazolidin-2-one (Reference Example 19) (1.4 g) was dissolved in dichloromethane (25 ml), and dibutylborane triflate (1M, 8.3 ml) and diisopropylethylamine (1.6 ml) were added thereto under ice-cooling. After 30 minutes, the reaction mixture was cooled to −78° C. and added dropwise to a solution of N-bromosuccinimide (NBS) (1.1 g) in dichloromethane (25 ml) which had been cooled to −78° C., via a cannula. After 2 hours, an aqueous sodium sulfite...